Dataset: the Open Reaction Database (ORD), a public repository of structured organic reaction records. Task: describe an organic reaction: reactants, conditions, products, and yield Starting materials: O=C([O-])O, C1CCOC1, Cl, CCOC(=O)CCCCNCCc1cc(F)ccc1OCc1ccc(-c2ccc(C(F)(F)F)cc2)cc1, [Na+], O. Product: O=C(O)CCCCNCCc1cc(F)ccc1OCc1ccc(-c2ccc(C(F)(F)F)cc2)cc1. Reaction SMILES: [C:40](=[O:41])([OH:42])[O-:43].[CH2:45]1[O:46][CH2:47][CH2:48][CH2:49]1.[ClH:38].[F:1][c:2]1[cH:3][cH:4][c:5]([O:20][CH2:21][c:22]2[cH:23][cH:24][c:25](-[c:28]3[cH:29][cH:30][c:31]([C:34]([F:35])([F:36])[F:37])[cH:32][cH:33]3)[cH:26][cH:27]2)[c:6]([CH2:8][CH2:9][NH:10][CH2:11][CH2:12][CH2:13][CH2:14][C:15](=[O:16])[O:17][CH2:18][CH3:19])[cH:7]1.[Na+:44].[OH2:39]>>[F:1][c:2]1[cH:3][cH:4][c:5]([O:20][CH2:21][c:22]2[cH:23][cH:24][c:25](-[c:28]3[cH:29][cH:30][c:31]([C:34]([F:35])([F:36])[F:37])[cH:32][cH:33]3)[cH:26][cH:27]2)[c:6]([CH2:8][CH2:9][NH:10][CH2:11][CH2:12][CH2:13][CH2:14][C:15](=[O:16])[OH:17])[cH:7]1. Starting materials: COC=1C=C(C=C2C(NC(N2)=O)=O)C=CC1OC (5-(3,4-dimethoxybenzylidene)-hydantoin), C(C=C)(=O)OCC(CCCC)CC (2-ethylhexyl acrylate), [OH-].[K+] (potassium hydroxide), CN(C=O)C (dimethylformamide). Run in O (water). Conditions: temperature 110 celsius, time 2 hour. The product is COC1=C(C=CC=C1OC)C=C1NC(N(C1=O)CCC(=O)OCC(CCCC)CC)=O (2-ethylhexyl 4-(2,3-dimethoxyphenylmethylene)-2,5-dioxo-1-imidazolidinepropionate). Yield: 77.8%. RXN SMILES: [CH3:1][O:2][C:3]1[CH:4]=[C:5]([CH:14]=[CH:15][C:16]=1OC)[CH:6]=[C:7]1[NH:11][C:10](=[O:12])[NH:9][C:8]1=[O:13].[C:19]([O:23][CH2:24][CH:25]([CH2:30][CH3:31])[CH2:26][CH2:27][CH2:28][CH3:29])(=[O:22])[CH:20]=[CH2:21].[OH-].[K+].CN(C)[CH:36]=[O:37]>O>[CH3:36][O:37][C:4]1[C:3]([O:2][CH3:1])=[CH:16][CH:15]=[CH:14][C:5]=1[CH:6]=[C:7]1[C:8](=[O:13])[N:9]([CH2:21][CH2:20][C:19]([O:23][CH2:24][CH:25]([CH2:30][CH3:31])[CH2:26][CH2:27][CH2:28][CH3:29])=[O:22])[C:10](=[O:12])[NH:11]1 |f:2.3|. Reported procedure: 20 g (80.6 mmol) of 5-(3,4-dimethoxybenzylidene)-hydantoin, 17.8 g (96 mmol) of 2-ethylhexyl acrylate and 0.90 g (1.6 mmol) of potassium hydroxide were added to 150 ml of dimethylformamide, and the mixture was stirred at 110° C. for 2 hours. After cooling, the reaction solution was added with 200 ml of water and extracted with 500 ml of ethyl acetate. The extract was dried with sodium sulfate and then the solvent was distilled off under reduced pressure. The residue was recrystallized with tolue... Procedure: A mixture of [3-[2-[4-(5-bromothiazole-2-yl)-2,6-dimethyl piperazine-1-yl]ethoxy]-4-methylphenyl]acetic acid methyl ester (8.49 g), 2N aqueous sodium hydroxide solution (22 mL), methanol (50 mL) and tetrahydrofuran (50 mL) was stirred at room temperature for 1.5 hours. To the reaction solution were added water and brine. The mixture was washed with ethyl acetate. The water layer was neutralized with 2N hydrochloric acid and extracted with chloroform. The organic layer was washed with water and b... The product is BrC1=CN=C(S1)N1CC(N(C(C1)C)CCOC=1C=C(C=CC1C)CC(=O)O)C ([3-[2-[4-(5-bromothiazole-2-yl)-2,6-dimethyl piperazine-1-yl]ethoxy]-4-methylphenyl]acetic acid). The yield is 70.5%. The reactants are COC(CC1=CC(=C(C=C1)C)OCCN1C(CN(CC1C)C=1SC(=CN1)Br)C)=O ([3-[2-[4-(5-bromothiazole-2-yl)-2,6-dimethyl piperazine-1-yl]ethoxy]-4-methylphenyl]acetic acid methyl ester), [OH-].[Na+] (sodium hydroxide), CO (methanol), O1CCCC1 (tetrahydrofuran). Solvent: [Cl-].[Na+].O (brine), O (water). Conditions: time 1.5 hour. As a reaction SMILES: C[O:2][C:3](=[O:29])[CH2:4][C:5]1[CH:10]=[CH:9][C:8]([CH3:11])=[C:7]([O:12][CH2:13][CH2:14][N:15]2[CH:20]([CH3:21])[CH2:19][N:18]([C:22]3[S:23][C:24]([Br:27])=[CH:25][N:26]=3)[CH2:17][CH:16]2[CH3:28])[CH:6]=1.[OH-].[Na+].CO.O1CCCC1>[Cl-].[Na+].O.O>[Br:27][C:24]1[S:23][C:22]([N:18]2[CH2:19][CH:20]([CH3:21])[N:15]([CH2:14][CH2:13][O:12][C:7]3[CH:6]=[C:5]([CH2:4][C:3]([OH:29])=[O:2])[CH:10]=[CH:9][C:8]=3[CH3:11])[CH:16]([CH3:28])[CH2:17]2)=[N:26][CH:25]=1 |f:1.2,5.6.7|. The reactants are C1(CCCCC1)S (cyclohexylmercaptan), C(C)O (ethanol), [OH-].[Na+] (sodium hydroxide), BrC1C(C2=CC=CC=C2C1)=O (2-bromo-1-indanone), [OH-].[Na+] (sodium hydroxide). Solvent: CCOCC (ether), CCOCC (ether), O (water). Conditions: time 3 hour. The product is C1(CCCCC1)SC1C(C2=CC=CC=C2C1)=O (2-(cyclohexylthio)-1-indanone). Isolated yield 20.6%. Reaction SMILES: [CH:1]1([SH:7])[CH2:6][CH2:5][CH2:4][CH2:3][CH2:2]1.C(O)C.[OH-].[Na+].Br[CH:14]1[CH2:22][C:21]2[C:16](=[CH:17][CH:18]=[CH:19][CH:20]=2)[C:15]1=[O:23]>CCOCC.O>[CH:1]1([S:7][CH:14]2[CH2:22][C:21]3[C:16](=[CH:17][CH:18]=[CH:19][CH:20]=3)[C:15]2=[O:23])[CH2:6][CH2:5][CH2:4][CH2:3][CH2:2]1 |f:2.3|. Procedure details: After 5.5 g of cyclohexylmercaptan was dissolved into 50 ml of ethanol, 1.97 g of sodium hydroxide was added thereto and refluxed under heating. After the complete dissolving of the sodium hydroxide, the solution was cooled on standing. After 10 g of 2-bromo-1-indanone (available from Aldrich Corporation) dissolved in 10 ml of ether was added dropwise to the cooled solution and stirred for three hours at room temperature, the reaction mixture was poured into 300 ml of cold water. After 200 ml of... Starting materials: NC1=NC=C(C=C1)N (2,5-Diaminopyridine), C1=CC=C(C=C1)OC(=NC#N)OC2=CC=CC=C2 (diphenylcyanocarbonimidate). Run in COCCOC (ethylene glycol dimethylether). Run at time 5 hour. Product: C(#N)N=C(NC=1C=NC(=CC1)N)OC1=CC=CC=C1 (N'-Cyano-N-(6-amino-3-pyridyl)-O-phenylisourea). Yield: 16.6%. Reaction SMILES: [NH2:1][C:2]1[CH:7]=[CH:6][C:5]([NH2:8])=[CH:4][N:3]=1.[CH:9]1[CH:14]=[CH:13][C:12]([O:15][C:16](OC2C=CC=CC=2)=[N:17][C:18]#[N:19])=[CH:11][CH:10]=1>COCCOC>[C:18]([N:17]=[C:16]([O:15][C:12]1[CH:13]=[CH:14][CH:9]=[CH:10][CH:11]=1)[NH:8][C:5]1[CH:4]=[N:3][C:2]([NH2:1])=[CH:7][CH:6]=1)#[N:19]. Reported procedure: To a stirred mixture of the crude 2,5-diaminopyridine from Step 1 (0.0719 mol) and 100 ml of ethylene glycol dimethylether, under nitrogen, was added diphenylcyanocarbonimidate (17.1 g, 0.0718 mol) in one portion. This mixture was stirred at room temperature for 5 hours and concentrated in vacuo. The residue was triturated three times with Et2O. The solid residue (17.5 g) was stored under nitrogen until it was chromatographed in two portions: 5.0 g was chromatographed over 1000 ml of silica gel ...